This data is from the Open Reaction Database (ORD), a public repository of structured organic reaction records. The task is: describe an organic reaction: reactants, conditions, products, and yield Starting materials: CN(C(OCC1=CC=CC=C1)=O)S(=O)(=O)C1=CC(=C(C=C1)N(CC(F)(F)F)C)[N+](=O)[O-] (phenylmethyl methyl({4-[methyl(2,2,2-trifluoroethyl)amino]-3-nitrophenyl}sulfonyl)carbamate). Reagents/catalysts: [Pd] (palladium on carbon). Run in CO (MeOH). Conditions: time 8 hour. Yields the product NC=1C=C(C=CC1N(CC(F)(F)F)C)S(=O)(=O)NC (3-amino-N-methyl-4-[methyl(2,2,2-trifluoroethyl)amino]benzenesulfonamide). Yield: 92.0%. Reaction SMILES: [CH3:1][N:2]([S:13]([C:16]1[CH:21]=[CH:20][C:19]([N:22]([CH3:28])[CH2:23][C:24]([F:27])([F:26])[F:25])=[C:18]([N+:29]([O-])=O)[CH:17]=1)(=[O:15])=[O:14])C(=O)OCC1C=CC=CC=1>CO.[Pd]>[NH2:29][C:18]1[CH:17]=[C:16]([S:13]([NH:2][CH3:1])(=[O:14])=[O:15])[CH:21]=[CH:20][C:19]=1[N:22]([CH3:28])[CH2:23][C:24]([F:26])([F:25])[F:27]. Procedure: A solution of phenylmethyl methyl({4-[methyl(2,2,2-trifluoroethyl)amino]-3-nitrophenyl}sulfonyl)carbamate (539 mg, 1.17 mmol) in MeOH (10 mL) at 25° C. was treated with 10% palladium on carbon (124 mg, 0.117 mmol) and stirred under an atmosphere of hydrogen (balloon) overnight before being filtered through celite. The filtrate was again filtered through a 0.45 micron syringe filter and concentrated to give 3-amino-N-methyl-4-[methyl(2,2,2-trifluoroethyl)amino]benzenesulfonamide (320 mg, 92%) as ...